From a dataset of the Open Reaction Database (ORD), a public repository of structured organic reaction records. describe an organic reaction: reactants, conditions, products, and yield The reactants are C(C)(C)(C)OC(=O)N1CC(CC1)C(=O)C1=CNC2=NC=C(N=C21)C2=CC(=C(C(=C2)OC)OC)OC (3-[2-(3,4,5-Trimethoxy-phenyl)-5H-pyrrolo[2,3-b]pyrazine-7-carbonyl]-pyrrolidine-1-carboxylic acid tert-butyl ester), FC(C(=O)O)(F)F (trifluoroacetic acid). The solvent is ClCCl (dichloromethane). Run at time 8 hour. Product: FC(C(=O)O)(F)F.N1CC(CC1)C(=O)C1=CNC2=NC=C(N=C21)C2=CC(=C(C(=C2)OC)OC)OC (Pyrrolidin-3-yl-[2-(3,4,5-trimethoxy-phenyl)-5H-pyrrolo[2,3-b]pyrazin-7-yl]-methanone trifluoroacetate salt). Reaction SMILES: C(OC([N:8]1[CH2:12][CH2:11][CH:10]([C:13]([C:15]2[C:23]3[C:18](=[N:19][CH:20]=[C:21]([C:24]4[CH:29]=[C:28]([O:30][CH3:31])[C:27]([O:32][CH3:33])=[C:26]([O:34][CH3:35])[CH:25]=4)[N:22]=3)[NH:17][CH:16]=2)=[O:14])[CH2:9]1)=O)(C)(C)C.[F:36][C:37]([F:42])([F:41])[C:38]([OH:40])=[O:39]>ClCCl>[F:36][C:37]([F:42])([F:41])[C:38]([OH:40])=[O:39].[NH:8]1[CH2:12][CH2:11][CH:10]([C:13]([C:15]2[C:23]3[C:18](=[N:19][CH:20]=[C:21]([C:24]4[CH:29]=[C:28]([O:30][CH3:31])[C:27]([O:32][CH3:33])=[C:26]([O:34][CH3:35])[CH:25]=4)[N:22]=3)[NH:17][CH:16]=2)=[O:14])[CH2:9]1 |f:3.4|. Procedure: 7-Iodo-5-triisopropylsilanyl-2-(3,4,5-trimethoxy-phenyl)-5H-pyrrolo[2,3-b]pyrazine 0.057 gm, 0.1 mM was placed in an oven dried flask and 1 ml anhydrous THF was added. The flask was chilled in an Acetone-dry ice slurry and evacuated and refilled 3 times with nitrogen. Via syringe 0.061 ml of 2.13M Buli in hexane solution (0.13 mM, 1.3 eq) was added and the now yellow mixture was stirred for 30 seconds then 3-(Methoxy-methyl-carbamoyl)-pyrrolidine-1-carboxylic acid tert-butyl ester, 0.052 gm, 0.2... Reactants: C([O-])(O)=O.[Na+] (sodium bicarbonate), C(C)C1C(CC(C(C(OC(C2CCCCN2C(C(C2(C(CC(C(C(CC(CC(=C1)C)C)OC)O2)OC)C)O)=O)=O)=O)C(=CC2CC(C(CC2)O)O)C)C)O)=O (17-ethyl-1,14-dihydroxy-12-[2'-(3",4"-dihydroxycyclohexyl)-1'-methylvinyl]-23,25-dimethoxy-13,19,21,27-tetramethyl-11,28-dioxa-4-azatricyclo[22.3.1.04,9 ]octacos-18-ene-2,3,10,16-tetraone), ClC(C(OC\C=C\C)=N)(Cl)Cl (trans-2-butenyl trichloroacetimidate), FC(S(=O)(=O)O)(F)F (Trifluoromethanesulfonic acid). Product: C(C)C1C(CC(C(C(OC(C2CCCCN2C(C(C2(C(CC(C(C(CC(CC(=C1)C)C)OC)O2)OC)C)O)=O)=O)=O)C(=CC2CC(C(CC2)O)OC\C=C\C)C)C)O)=O (17-Ethyl-1,14-dihydroxy-12-[2'-(3"-(trans-2-butenyloxy)-4"-hydroxycyclohexyl)-1'-methylvinyl]-23,25-dimethoxy-13,19,21,27-tetramethyl-11,28-dioxa-4-azatricyclo[22.3.1.04,9 ]octacos-18-ene-2,3,10,16-tetraone). RXN SMILES: [CH2:1]([CH:3]1[CH:29]=[C:28]([CH3:30])[CH2:27][CH:26]([CH3:31])[CH2:25][CH:24]([O:32][CH3:33])[CH:23]2[O:34][C:19]([OH:38])([CH:20]([CH3:37])[CH2:21][CH:22]2[O:35][CH3:36])[C:18](=[O:39])[C:17](=[O:40])[N:16]2[CH:11]([CH2:12][CH2:13][CH2:14][CH2:15]2)[C:10](=[O:41])[O:9][CH:8]([C:42]([CH3:52])=[CH:43][CH:44]2[CH2:49][CH2:48][CH:47]([OH:50])[CH:46]([OH:51])[CH2:45]2)[CH:7]([CH3:53])[CH:6]([OH:54])[CH2:5][C:4]1=[O:55])[CH3:2].ClC(Cl)(Cl)C(=N)O[CH2:60]/[CH:61]=[CH:62]/[CH3:63].FC(F)(F)S(O)(=O)=O.C(=O)(O)[O-].[Na+]>>[CH2:1]([CH:3]1[CH:29]=[C:28]([CH3:30])[CH2:27][CH:26]([CH3:31])[CH2:25][CH:24]([O:32][CH3:33])[CH:23]2[O:34][C:19]([OH:38])([CH:20]([CH3:37])[CH2:21][CH:22]2[O:35][CH3:36])[C:18](=[O:39])[C:17](=[O:40])[N:16]2[CH:11]([CH2:12][CH2:13][CH2:14][CH2:15]2)[C:10](=[O:41])[O:9][CH:8]([C:42]([CH3:52])=[CH:43][CH:44]2[CH2:49][CH2:48][CH:47]([OH:50])[CH:46]([O:51][CH2:60]/[CH:61]=[CH:62]/[CH3:63])[CH2:45]2)[CH:7]([CH3:53])[CH:6]([OH:54])[CH2:5][C:4]1=[O:55])[CH3:2] |f:3.4|. Procedure details: To a solution of 17-ethyl-1,14-dihydroxy-12-[2'-(3",4"-dihydroxycyclohexyl)-1'-methylvinyl]-23,25-dimethoxy-13,19,21,27-tetramethyl-11,28-dioxa-4-azatricyclo[22.3.1.04,9 ]octacos-18-ene-2,3,10,16-tetraone (115 mg in 3 ml 33% methylene chloride in cyclohexane) trans-2-butenyl trichloroacetimidate (48 μl neat) was added and the reagents allowed to mix for 5 minutes. Trifluoromethanesulfonic acid (2 μl neat) was added slowly via syringe and the mixture stirred at room temperature. After 35 minutes ... RXN SMILES: [F:1][C:2]1[CH:7]=[CH:6][C:5]([C@@H:8]2[CH2:17][CH:16]([OH:18])[CH2:15][C@@H:14]3[N:9]2[C:10](=[O:19])[CH2:11][CH2:12][CH2:13]3)=[CH:4][CH:3]=1.N1C=CN=C1.[CH3:25][C:26]([Si:29](Cl)([CH3:31])[CH3:30])([CH3:28])[CH3:27].O.C(=O)(O)[O-].[Na+]>CN(C=O)C.CN(C1C=CN=CC=1)C.C(OCC)(=O)C>[Si:29]([O:18][C@H:16]1[CH2:15][C@@H:14]2[N:9]([C:10](=[O:19])[CH2:11][CH2:12][CH2:13]2)[C@H:8]([C:5]2[CH:4]=[CH:3][C:2]([F:1])=[CH:7][CH:6]=2)[CH2:17]1)([C:26]([CH3:28])([CH3:27])[CH3:25])([CH3:31])[CH3:30].[Si:29]([O:18][C@@H:16]1[CH2:15][C@@H:14]2[N:9]([C:10](=[O:19])[CH2:11][CH2:12][CH2:13]2)[C@H:8]([C:5]2[CH:4]=[CH:3][C:2]([F:1])=[CH:7][CH:6]=2)[CH2:17]1)([C:26]([CH3:28])([CH3:27])[CH3:25])([CH3:31])[CH3:30] |f:3.4.5|. Product: [Si](C)(C)(C(C)(C)C)O[C@@H]1C[C@H](N2C(CCC[C@@H]2C1)=O)C1=CC=C(C=C1)F ((6S*,8S*,9aR*)-8-(tert-butyldimethylsilanyloxy)-6-(4-fluorophenyl)octahydroquinolizin-4-one), [Si](C)(C)(C(C)(C)C)O[C@H]1C[C@H](N2C(CCC[C@@H]2C1)=O)C1=CC=C(C=C1)F ((6S*,8R*,9aR*)-8-(tert-butyldimethylsilanyloxy)-6-(4-fluorophenyl)octahydroquinolizin-4-one). Reagents/catalysts: CN(C)C=1C=CN=CC1 (DMAP). Solvent: CN(C)C=O (DMF), C(C)(=O)OCC (ethyl acetate). Reaction conditions: time 2 hour. Procedure: A solution of (6S*,9aR*)-6-(4-fluorophenyl)-8-hydroxyoctahydroquinolizin-4-one (203 mg) in DMF (5.0 mL) was cooled to 0° C. Imidazole (262 mg), TBSCl (291 mg), and DMAP (9.42 mg) were sequentially added to the reaction solution, which was then stirred at room temperature for two hours. Saturated sodium bicarbonate water and ethyl acetate were added to the reaction solution, and the organic layer was separated. The resulting organic layer was washed with brine, dried over anhydrous magnesium sulf... Starting materials: FC1=CC=C(C=C1)[C@H]1N2C(CCC[C@@H]2CC(C1)O)=O ((6S*,9aR*)-6-(4-fluorophenyl)-8-hydroxyoctahydroquinolizin-4-one), N1C=NC=C1 (Imidazole), CC(C)(C)[Si](C)(C)Cl (TBSCl), O.C([O-])(O)=O.[Na+] (sodium bicarbonate water).